From a dataset of the Open Reaction Database (ORD), a public repository of structured organic reaction records. describe an organic reaction: reactants, conditions, products, and yield Reactants: OC1=C2CCNC2=CC=C1 (4-Hydroxyindoline), OC=1C=C2CCN(C2=CC1)CC1(COC(OC1)(C)C)NC(OC(C)(C)C)=O (tert-butyl 5-((5-hydroxyindolin-1-yl)methyl)-2,2-dimethyl-1,3-dioxan-5-ylcarbamate). The product is OC1=C2CCN(C2=CC=C1)CC1(COC(OC1)(C)C)NC(OC(C)(C)C)=O (tert-Butyl 5-((4-hydroxyindolin-1-yl)methyl)-2,2-dimethyl-1,3-dioxan-5-ylcarbamate). The yield is 74.0%. RXN SMILES: [OH:1][C:2]1[CH:10]=[CH:9][CH:8]=[C:7]2[C:3]=1[CH2:4][CH2:5][NH:6]2.OC1C=C2C(=CC=1)N([CH2:21][C:22]1([NH:30][C:31](=[O:37])[O:32][C:33]([CH3:36])([CH3:35])[CH3:34])[CH2:27][O:26][C:25]([CH3:29])([CH3:28])[O:24][CH2:23]1)CC2>>[OH:1][C:2]1[CH:10]=[CH:9][CH:8]=[C:7]2[C:3]=1[CH2:4][CH2:5][N:6]2[CH2:21][C:22]1([NH:30][C:31](=[O:37])[O:32][C:33]([CH3:36])([CH3:35])[CH3:34])[CH2:27][O:26][C:25]([CH3:28])([CH3:29])[O:24][CH2:23]1. Procedure: When the product of Step A was substituted for tert-butyl 5-((5-hydroxyindolin-1-yl)methyl)-2,2-dimethyl-1,3-dioxan-5-ylcarbamate in Example 8, Step G, the identical process afforded the title compound in 74% yield, as a creamy solid. 1H-NMR (CDCl3) 1.4-1.65 (m, 15H+H2O); 2.94 (tr, 2H, J=8.4 Hz); 3.5 (tr, 2H, J=8.4 Hz); 3.52 (s, 2H); 3.8-3.99 (m, 4H); 4.64 (broad s, 1H); 4.7 (broad s, 1H); 6.15-6.23 (m, 2H); 6.93 (tr, 1H, J=7.96 Hz). Reactants: C(C)SC(C(CC(C1=CC=C(C=C1)C(F)(F)F)=O)C(F)(F)F)=O (4-Oxo-2-trifluoromethyl-4-(4-trifluoromethyl-phenyl)-thiobutyric acid S-ethyl ester), O.NN (hydrazine monohydrate). The solvent is CCO (EtOH). Reaction conditions: temperature 23 celsius. Yields the product FC(C1C(NN=C(C1)C1=CC=C(C=C1)C(F)(F)F)=O)(F)F (4-Trifluoromethyl-6-(4-trifluoromethyl-phenyl)-4,5-dihydro-2H-pyridazin-3-one). Yield: 99.1%. Reaction SMILES: C(S[C:4](=[O:23])[CH:5]([C:19]([F:22])([F:21])[F:20])[CH2:6][C:7](=O)[C:8]1[CH:13]=[CH:12][C:11]([C:14]([F:17])([F:16])[F:15])=[CH:10][CH:9]=1)C.O.[NH2:25][NH2:26]>CCO>[F:20][C:19]([F:22])([F:21])[CH:5]1[CH2:6][C:7]([C:8]2[CH:13]=[CH:12][C:11]([C:14]([F:17])([F:16])[F:15])=[CH:10][CH:9]=2)=[N:26][NH:25][C:4]1=[O:23] |f:1.2|. Reported procedure: A mixture of 4-oxo-2-trifluoromethyl-4-(4-trifluoromethyl-phenyl)-thiobutyric acid S-ethyl ester (example C.26 step 4) (16.0 g, 45 mmol) and hydrazine monohydrate (2.39 mL, 49 mmol) in EtOH (250 mL) was refluxed for 18 h under nitrogen atmosphere. Cooled to 23° C., the solvents were evaporated to leave the title compound as a brown solid (13.83 g, 100%), which was used without further purification [according to Synthesis 2003, (3), 436.]. MS (ISP) 311.1 [(M+H)+]; mp 135-136° C. Starting materials: C([O-])([O-])=O.[K+].[K+] (potassium carbonate), COS(OC)(=O)=O (dimethylsulfuric acid), ClC=1C=C(C(=O)OC)C=C(C1O)I (Methyl 3-chloro-4-hydroxy-5-iodobenzoate). Run in CN(C=O)C (N,N-dimethylformamide). Reaction conditions: time 5 hour. The product is ClC=1C=C(C(=O)OC)C=C(C1OC)I (methyl 3-chloro-5-iodo-4-methoxybenzoate). Yield: 94.4%. RXN SMILES: [Cl:1][C:2]1[CH:3]=[C:4]([CH:9]=[C:10]([I:13])[C:11]=1[OH:12])[C:5]([O:7][CH3:8])=[O:6].[C:14](=O)([O-])[O-].[K+].[K+].COS(=O)(=O)OC>CN(C)C=O>[Cl:1][C:2]1[CH:3]=[C:4]([CH:9]=[C:10]([I:13])[C:11]=1[O:12][CH3:14])[C:5]([O:7][CH3:8])=[O:6] |f:1.2.3|. Procedure: Methyl 3-chloro-4-hydroxy-5-iodobenzoate (3.00 g) was dissolved in N,N-dimethylformamide (20 mL), and potassium carbonate (3.98 g) and dimethylsulfuric acid (1.82 mL) were added to the solution, and then the mixture was stirred at room temperature for 5 hours. The reaction solution was filtered and water was added, and then the reaction mixture was extracted with ethyl acetate. The organic layer was washed with water and saturated brine, and then dried over anhydrous sodium sulfate. The solvent ... Reactants: C(C)(C)C1(N=C(NC1=O)C1=C(C(=O)OC)C=C(C=N1)CS(=O)(=O)C1=CC=CC=C1)C (2-(4-isopropyl-4-methyl-5-oxo-2-imidazolin-2-yl)-5 -[(phenylsulfonyl)methyl]nicotinic acid, methyl ester), C(C1=CC=CC=C1)(=O)Cl (benzoyl chloride). Reagents/catalysts: CN(C1=CC=NC=C1)C (p-dimethylaminopyridine). Solvent: N1=CC=CC=C1 (pyridine). Conditions: time 8 hour. Product: C(C1=CC=CC=C1)(=O)N1C(=NC(C1=O)(C)C(C)C)C1=C(C(=O)OC)C=C(C=N1)CS(=O)(=O)C1=CC=CC=C1 (2-(1-benzoyl-4-isopropyl-4-methyl-5-oxo-2-imidazolin-2 yl)-5-[(phenylsulfonyl)methyl]nicotinic acid, methyl ester). As a reaction SMILES: [CH:1]([C:4]1([CH3:30])[C:8](=[O:9])[NH:7][C:6]([C:10]2[N:19]=[CH:18][C:17]([CH2:20][S:21]([C:24]3[CH:29]=[CH:28][CH:27]=[CH:26][CH:25]=3)(=[O:23])=[O:22])=[CH:16][C:11]=2[C:12]([O:14][CH3:15])=[O:13])=[N:5]1)([CH3:3])[CH3:2].[C:31](Cl)(=[O:38])[C:32]1[CH:37]=[CH:36][CH:35]=[CH:34][CH:33]=1>CN(C)C1C=CN=CC=1.N1C=CC=CC=1>[C:31]([N:7]1[C:8](=[O:9])[C:4]([CH:1]([CH3:3])[CH3:2])([CH3:30])[N:5]=[C:6]1[C:10]1[N:19]=[CH:18][C:17]([CH2:20][S:21]([C:24]2[CH:29]=[CH:28][CH:27]=[CH:26][CH:25]=2)(=[O:22])=[O:23])=[CH:16][C:11]=1[C:12]([O:14][CH3:15])=[O:13])(=[O:38])[C:32]1[CH:37]=[CH:36][CH:35]=[CH:34][CH:33]=1. Reported procedure: A solution of 5.9 g of 2-(4-isopropyl-4-methyl-5-oxo-2-imidazolin-2-yl)-5 -[(phenylsulfonyl)methyl]nicotinic acid, methyl ester, and 0.3 g p-dimethylaminopyridine in 50 mL pyridine is stirred at room temperature and 1.75 mL benzoyl chloride is added in one portion. After stirring overnight, the reaction is concentrated in vacuo and the residue is partitioned between methylene chloride and aqueous sodium bicarbonate. The aqueous phase is further extracted with methylene chloride, and the combined...